This data is from the Open Reaction Database (ORD), a public repository of structured organic reaction records. The task is: describe an organic reaction: reactants, conditions, products, and yield Reactants: CC(C)(C)[Si](C)(C)Cl, [Cl-], ClCCl, [NH4+], OCC(O)C1CCOCC1, Cc1cccc(C)n1. Product: CC(C)(C)[Si](C)(C)OCC(O)C1CCOCC1. Reaction SMILES: [C:19]([CH3:20])([CH3:21])([CH3:22])[Si:23]([CH3:24])([CH3:25])[Cl:26].[Cl-:27].[Cl:29][CH2:30][Cl:31].[NH4+:28].[O:1]1[CH2:2][CH2:3][CH:4]([CH:7]([CH2:8][OH:9])[OH:10])[CH2:5][CH2:6]1.[n:11]1[c:12]([CH3:13])[cH:14][cH:15][cH:16][c:17]1[CH3:18]>>[O:1]1[CH2:2][CH2:3][CH:4]([CH:7]([CH2:8][O:9][Si:23]([C:19]([CH3:20])([CH3:21])[CH3:22])([CH3:24])[CH3:25])[OH:10])[CH2:5][CH2:6]1.